This data is from the Open Reaction Database (ORD), a public repository of structured organic reaction records. The task is: describe an organic reaction: reactants, conditions, products, and yield Product: C1=C(C=CC2=CC=CC=C12)COC1=CC=C(C=C1)Br (4-(naphth-2-ylmethoxy)bromobenzene). Procedure: Using the procedure described in Example 5, 2-bromomethylnaphthalene was reacted with 4-bromophenol to give 4-(naphth-2-ylmethoxy)bromobenzene (99%), m.p. 104°-106° C. Reactants: BrCC1=CC2=CC=CC=C2C=C1 (2-bromomethylnaphthalene), BrC1=CC=C(C=C1)O (4-bromophenol). RXN SMILES: Br[CH2:2][C:3]1[CH:12]=[CH:11][C:10]2[C:5](=[CH:6][CH:7]=[CH:8][CH:9]=2)[CH:4]=1.[Br:13][C:14]1[CH:19]=[CH:18][C:17]([OH:20])=[CH:16][CH:15]=1>>[CH:4]1[C:5]2[C:10](=[CH:9][CH:8]=[CH:7][CH:6]=2)[CH:11]=[CH:12][C:3]=1[CH2:2][O:20][C:17]1[CH:18]=[CH:19][C:14]([Br:13])=[CH:15][CH:16]=1. The yield is 99.0%. Reaction conditions: temperature 100 celsius, time 30 minute. Reaction SMILES: [CH:1]([N:3]1[CH:12]([C:13](O)=O)[CH2:11][C:10]2[C:5](=[CH:6][CH:7]=[CH:8][CH:9]=2)[CH2:4]1)=O.[C:16]1(=[O:27])[C:25]2[C:20](=[CH:21][CH:22]=[CH:23][CH:24]=2)[C:19](=[O:26])[CH:18]=C1>C(OC(=O)C)(=O)C>[CH:9]1[CH:8]=[CH:7][CH:6]=[C:5]2[C:10]=1[CH2:11][C:12]1[N:3]([CH:1]=[C:18]3[C:13]=1[C:16](=[O:27])[C:25]1[CH:24]=[CH:23][CH:22]=[CH:21][C:20]=1[C:19]3=[O:26])[CH2:4]2. Yields the product C1=C2CC=3N(CC2=CC=C1)C=C1C(C2=C(C(C13)=O)C=CC=C2)=O (5,14-dihydrobenz[5,6]isoindolo[2,1-b]isoquinoline 8,13-dione). The solvent is C(C)(=O)OC(C)=O (acetic anhydride). Reported procedure: A mixture of 2-formyl-3-carboxy-1,2,3,4-tetrahydroisoquinoline (20 g) and 1,4-naphthoquinone (30.8 g) in acetic anhydride (500 ml) was heated at 100° C. with stirring for 30 minutes. The reaction mixture was cooled, the solid collected by filtration, washed with acetic anhydride (50 g) with ether (2×100ml) and dried to give the title compound in Form B (26 g). The reactants are C(=O)N1CC2=CC=CC=C2CC1C(=O)O (2-formyl-3-carboxy-1,2,3,4-tetrahydroisoquinoline), C1(C=CC(C2=CC=CC=C12)=O)=O (1,4-naphthoquinone). The product is C=C1C(N[C@@H](CSCCCCCCC1)C(=O)O)=O ((3R)-6-methylidene-5-oxo-1-thia-4-azacyclotridecane-3-carboxylic acid). Run at temperature 65 celsius, time 2 hour. RXN SMILES: [C:1]([CH:4]1[CH2:16][CH2:15][CH2:14][CH2:13][CH2:12][CH2:11][CH2:10][S:9][CH2:8][C@@H:7]([C:17]([OH:19])=[O:18])[NH:6][C:5]1=[O:20])(O)=O.N1CCCCC1.C=O.Cl>N1C=CC=CC=1>[CH2:1]=[C:4]1[CH2:16][CH2:15][CH2:14][CH2:13][CH2:12][CH2:11][CH2:10][S:9][CH2:8][C@@H:7]([C:17]([OH:19])=[O:18])[NH:6][C:5]1=[O:20]. Starting materials: Cl (hydrochloric acid), C(=O)(O)C1C(N[C@@H](CSCCCCCCC1)C(=O)O)=O ((3R)-6-Carboxy-5-oxo-1-thia-4-azacyclotridecane-3-carboxylic acid), C=O (paraformaldehyde), N1CCCCC1 (piperidine). Solvent: N1=CC=CC=C1 (pyridine). Procedure details: (3R)-6-Carboxy-5-oxo-1-thia-4-azacyclotridecane-3-carboxylic acid (1.71 g, 5.64 mmol) is dissolved in pyridine (20 ml) and piperidine (0.096 g, 1.13 mmol) is added followed by paraformaldehyde (0.25 g, 8.46 mmol). The mixture is heated to 65° C. and stirred for 2 hours. The mixture is cooled to room temperature, poured into 6N hydrochloric acid (100 ml) and extracted with ethyl acetate (2×100 ml). The combined extracts are washed with brine (1×100 ml), dried (MgSO4) and solvent is evaporated to ... Starting materials: ClC1=CC=C(CNC(=O)C=2C(C3=C(N(C2)C(C)C)SC(=C3)C#CCO)=O)C=C1 (N-(4-chlorobenzyl)-2-(3-hydroxy-1-propynyl)-7-isopropyl-4-oxo-4,7-dihydrothieno[2,3-b]pyridine-5-carboxamide). Reagents/catalysts: [Pd] (Pd/C). Run in C(C)O (ethanol). The product is ClC1=CC=C(CNC(=O)C=2C(C3=C(N(C2)C(C)C)SC(=C3)CCCO)=O)C=C1 (N-(4-Chlorobenzyl)-2-(3-hydroxypropyl)-7-isopropyl-4-oxo-4,7-dihydrothieno[2,3-b]pyridine-5-carboxamide). Isolated yield 45.8%. RXN SMILES: [Cl:1][C:2]1[CH:28]=[CH:27][C:5]([CH2:6][NH:7][C:8]([C:10]2[C:11](=[O:26])[C:12]3[CH:21]=[C:20]([C:22]#[C:23][CH2:24][OH:25])[S:19][C:13]=3[N:14]([CH:16]([CH3:18])[CH3:17])[CH:15]=2)=[O:9])=[CH:4][CH:3]=1>C(O)C.[Pd]>[Cl:1][C:2]1[CH:3]=[CH:4][C:5]([CH2:6][NH:7][C:8]([C:10]2[C:11](=[O:26])[C:12]3[CH:21]=[C:20]([CH2:22][CH2:23][CH2:24][OH:25])[S:19][C:13]=3[N:14]([CH:16]([CH3:18])[CH3:17])[CH:15]=2)=[O:9])=[CH:27][CH:28]=1. Reported procedure: A solution of N-(4-chlorobenzyl)-2-(3-hydroxy-1-propynyl)-7-isopropyl-4-oxo-4,7-dihydrothieno[2,3-b]pyridine-5-carboxamide (Example No. 27) (0.225 g) in ethanol (50 mL) is hydrogenated over 10% Pd/C (68 mg) at 35 psi for 2 h. The reaction mixture is filtered through a Celite pad, and the filtrate is concentrated in vacuo. The resulting pale yellow solid is recrystallized from ethyl acetate/heptane to yield 0.104 g (46%) of the desired product as an off-white solid. The reactants are CN1CCNCC1 (1-methylpiperazine), BrC1=C(C=C(C=C1)C(F)(F)F)S(=O)(=O)Cl (2-bromo-5-(trifluoromethyl)benzene-1-sulfonyl chloride). Yields the product BrC1=C(C=C(C=C1)C(F)(F)F)S(=O)(=O)N1CCN(CC1)C (1-((2-Bromo-5-(trifluoromethyl)phenyl)sulfonyl)-4-methylpiperazine). Reaction SMILES: [CH3:1][N:2]1[CH2:7][CH2:6][NH:5][CH2:4][CH2:3]1.[Br:8][C:9]1[CH:14]=[CH:13][C:12]([C:15]([F:18])([F:17])[F:16])=[CH:11][C:10]=1[S:19](Cl)(=[O:21])=[O:20]>>[Br:8][C:9]1[CH:14]=[CH:13][C:12]([C:15]([F:17])([F:16])[F:18])=[CH:11][C:10]=1[S:19]([N:5]1[CH2:6][CH2:7][N:2]([CH3:1])[CH2:3][CH2:4]1)(=[O:21])=[O:20]. Reported procedure: The title compound was prepared in a manner similar to that described for Intermediate EU using 1-methylpiperazine and 2-bromo-5-(trifluoromethyl)benzene-1-sulfonyl chloride. 1H NMR (500 MHz, CDCl3) δ 8.37-8.28 (d, J=2.2, 1H), 7.98-7.86 (d, J=8.2, 1H), 7.73-7.59 (d, J=8.2, 1H), 3.45-3.31 (t, J=5.0, 4H), 2.60-2.42 (t, J=4.9, 4H), 2.40-2.20 (d, J=1.5, 3H). The reactants are C(C)(C)(C)OC(CN)=O (glycine t-butyl ester), C(#N)C1=CC=C(C=C1)N=C=S (4-cyanophenyl isothiocyanate). Solvent: C(C)#N (acetonitrile). Reaction conditions: time 12 hour. The product is C(#N)C1=CC=C(C=C1)NC(=S)NCC(=O)OC(C)(C)C (N-(4-cyanophenyl)-N'-t-butyloxycarbonylmethylthiourea). Isolated yield 78.3%. RXN SMILES: [C:1]([O:5][C:6](=[O:9])[CH2:7][NH2:8])([CH3:4])([CH3:3])[CH3:2].[C:10]([C:12]1[CH:17]=[CH:16][C:15]([N:18]=[C:19]=[S:20])=[CH:14][CH:13]=1)#[N:11]>C(#N)C>[C:10]([C:12]1[CH:13]=[CH:14][C:15]([NH:18][C:19]([NH:8][CH2:7][C:6]([O:5][C:1]([CH3:4])([CH3:3])[CH3:2])=[O:9])=[S:20])=[CH:16][CH:17]=1)#[N:11]. Procedure: 10.7 g (82 mmol) of glycine t-butyl ester are added to a solution of 13 g (82 mmol) of 4-cyanophenyl isothiocyanate dissolved in 100 cm3 of acetonitrile. After 12 hours of stirring, the precipitate formed is filtered off and is then washed with ethyl ether, to give 18.7 g (yield 78%) of the desired thiourea. Starting materials: C1=CC=CC=C1 (benzene), C(C=C)(=O)OC (methyl acrylate), C[C@@H]([C@@H](C1=CC=CC=C1)O)N (l-norephedrine), C=O (paraformaldehyde). Run in O (water). Yields the product COC(CCN1COC(C1C)C1=CC=CC=C1)=O (4-METHYL-5-PHENYL-3-OXAZOLIDINE PROPIONIC ACID METHYL ESTER). RXN SMILES: [CH:1]1C=CC=CC=1.[C:7]([O:11][CH3:12])(=[O:10])[CH:8]=[CH2:9].[CH3:13][C@H:14]([NH2:23])[C@H:15]([OH:22])[C:16]1[CH:21]=[CH:20][CH:19]=[CH:18][CH:17]=1.C=O>O>[CH3:12][O:11][C:7](=[O:10])[CH2:8][CH2:9][N:23]1[CH:14]([CH3:13])[CH:15]([C:16]2[CH:17]=[CH:18][CH:19]=[CH:20][CH:21]=2)[O:22][CH2:1]1. Procedure: 200 ml of benzene, 43 g. (0.5 moles) of methyl acrylate and 76 g. of l-norephedrine are added to a 500 ml. three neck flask and refluxed overnight. To the solution is slowly added 15 g. (0.5 moles) of paraformaldehyde and the water removed using a Dean-Stark head. Concentrate the solution in vacuo on a steam bath and distill. The product boils at 137°-139° C./0.5 mm. The yield is 62 g.; n24 d=1.5155. Reactants: CC1=C(C(=O)O)C=CC=N1 (2-methyl-nicotinic acid), FC=1C=C(C#N)C=CC1OC(F)(F)F (3-fluoro-4-trifluoromethoxy-benzonitrile), C(C)O.C(=O)=O (ethanol dry ice), C(C)(C)[N-]C(C)C.[Li+] (lithium diisopropylamide). The solvent is O1CCCC1 (tetrahydrofuran). Reaction conditions: temperature 0 celsius, time 1.5 hour. Product: FC=1C=C(C=CC1OC(F)(F)F)C=1N=C(C=2C=CC=NC2C1)O (7-(3-fluoro-4-trifluoromethoxy-phenyl)-[1.6]naphthyridine-5-ol). RXN SMILES: [CH3:1][C:2]1[N:10]=[CH:9][CH:8]=[CH:7][C:3]=1[C:4]([OH:6])=O.C(O)C.C(=O)=O.C([N-]C(C)C)(C)C.[Li+].[F:25][C:26]1[CH:27]=[C:28]([CH:31]=[CH:32][C:33]=1[O:34][C:35]([F:38])([F:37])[F:36])[C:29]#[N:30]>O1CCCC1>[F:25][C:26]1[CH:27]=[C:28]([C:29]2[N:30]=[C:4]([OH:6])[C:3]3[CH:7]=[CH:8][CH:9]=[N:10][C:2]=3[CH:1]=2)[CH:31]=[CH:32][C:33]=1[O:34][C:35]([F:37])([F:38])[F:36] |f:1.2,3.4|. Reported procedure: 300 mg 2-methyl-nicotinic acid was suspended in 10 mL of tetrahydrofuran, and cooled to −70° C. with a bath of ethanol/dry ice. 3.3 mL lithium diisopropylamide (2.0 M in tetrahydrofuran/n-heptane/ethylbenzene) was added dropwise over 10 min and the mixture was stirred for 1.5 h at 0° C. After this time, it was cooled again to −70° C. and 0.9 g 3-fluoro-4-trifluoromethoxy-benzonitrile (4.1) was added quickly. Then the reaction mixture was stirred for 2 h at −70° C. and then warmed overnight to am... The reactants are CC(C)(C)OC(=O)N1CCC(CBr)CC1, CN(C)C=O, CCOC(C)=O, O=Cc1cc(I)ccc1O, [K+], [K+], O=C([O-])[O-]. Product: CC(C)(C)OC(=O)N1CCC(COc2ccc(I)cc2C=O)CC1. Reaction SMILES: [C:17]([CH3:18])([CH3:19])([CH3:20])[O:21][C:22](=[O:23])[N:24]1[CH2:25][CH2:26][CH:27]([CH2:30][Br:31])[CH2:28][CH2:29]1.[CH3:32][N:33]([CH3:34])[CH:35]=[O:36].[CH3:37][CH2:38][O:39][C:40](=[O:41])[CH3:42].[I:1][c:2]1[cH:3][cH:4][c:5]([OH:10])[c:6]([CH:7]=[O:8])[cH:9]1.[K+:11].[K+:12].[O-:13][C:14]([O-:15])=[O:16]>>[I:1][c:2]1[cH:3][cH:4][c:5]([O:10][CH2:30][CH:27]2[CH2:26][CH2:25][N:24]([C:22]([O:21][C:17]([CH3:18])([CH3:19])[CH3:20])=[O:23])[CH2:29][CH2:28]2)[c:6]([CH:7]=[O:8])[cH:9]1.